Dataset: the Open Reaction Database (ORD), a public repository of structured organic reaction records. Task: describe an organic reaction: reactants, conditions, products, and yield Starting materials: C(C)(C)(C)OC(C1=C(C(=CC=C1)CC(N[Si](C)(C)C)B1OC2(C3C(C(CC2O1)C3)(C)C)C)OC)=O (2-Methoxy-3-[2-(2,9,9-trimethyl-3,5-dioxa-4-bora-tricyclo[6.1.1.02,6]dec-4-yl)-2-(trimethylsilanyl-amino)-ethyl]-benzoic acid tert-butyl ester), C(C)(C)(C)OC(=O)NCC1CCC(CC1)=CC(=O)O ([4-(tert-Butoxycarbonylamino-methyl)-cyclohexylidene]-acetic acid). Product: C(C)(C)(C)OC(C1=C(C(=CC=C1)CC(B1OC2(C3C(C(CC2O1)C3)(C)C)C)NC(C=C3CCC(CC3)CNC(=O)OC(C)(C)C)=O)OC)=O (3-[2-{2-[4-(tert-Butoxycarbonylamino-methyl)-cyclohexylidene]-acetylamino}-2-(2,9,9-trimethyl-3,5-dioxa-4-bora-tricyclo[6.1.1.02,6]dec-4-yl)-ethyl]-2-methoxy-benzoic acid tert-butyl ester). Reaction SMILES: [C:1]([O:5][C:6](=[O:35])[C:7]1[CH:12]=[CH:11][CH:10]=[C:9]([CH2:13][CH:14]([B:20]2[O:28][CH:27]3[C:22]([CH3:32])([CH:23]4[CH2:29][CH:25]([CH2:26]3)[C:24]4([CH3:31])[CH3:30])[O:21]2)[NH:15][Si](C)(C)C)[C:8]=1[O:33][CH3:34])([CH3:4])([CH3:3])[CH3:2].[C:36]([O:40][C:41]([NH:43][CH2:44][CH:45]1[CH2:50][CH2:49][C:48](=[CH:51][C:52](O)=[O:53])[CH2:47][CH2:46]1)=[O:42])([CH3:39])([CH3:38])[CH3:37]>>[C:1]([O:5][C:6](=[O:35])[C:7]1[CH:12]=[CH:11][CH:10]=[C:9]([CH2:13][CH:14]([NH:15][C:52](=[O:53])[CH:51]=[C:48]2[CH2:49][CH2:50][CH:45]([CH2:44][NH:43][C:41]([O:40][C:36]([CH3:38])([CH3:37])[CH3:39])=[O:42])[CH2:46][CH2:47]2)[B:20]2[O:28][CH:27]3[C:22]([CH3:32])([CH:23]4[CH2:29][CH:25]([CH2:26]3)[C:24]4([CH3:31])[CH3:30])[O:21]2)[C:8]=1[O:33][CH3:34])([CH3:4])([CH3:3])[CH3:2]. Procedure details: Prepared from 2-Methoxy-3-[2-(2,9,9-trimethyl-3,5-dioxa-4-bora-tricyclo[6.1.1.02,6]dec-4-yl)-2-(trimethylsilanyl-amino)-ethyl]-benzoic acid tert-butyl ester and [4-(tert-Butoxycarbonylamino-methyl)-cyclohexylidene]-acetic acid following the procedure described in Step 1 of Example 1. The crude product was purified by flash chromatography on silica gel (0-100% EtOAc/hexane). ESI-MS m/z 681 (MH)+. The reactants are CN(C=1SC(=CN1)[N+](=O)[O-])C1=CC=C(C=C1)O (4-[N-methyl-N-(5-nitro-2-thiazolyl)amino]phenol), BrC(C(=O)OC)C (methyl 2-bromopropionate), C([O-])([O-])=O.[K+].[K+] (potassium carbonate). Solvent: C(C)C(=O)C (methyl ethyl ketone). Yields the product CN(C=1SC(=CN1)[N+](=O)[O-])C1=CC=C(OC(C(=O)OC)C)C=C1 (Methyl 2-{4-[N-methyl-N-(5-nitro-2-thiazolyl)amino]phenoxy}propionate). The yield is 35.6%. RXN SMILES: [CH3:1][N:2]([C:11]1[CH:16]=[CH:15][C:14]([OH:17])=[CH:13][CH:12]=1)[C:3]1[S:4][C:5]([N+:8]([O-:10])=[O:9])=[CH:6][N:7]=1.Br[CH:19]([CH3:24])[C:20]([O:22][CH3:23])=[O:21].C(=O)([O-])[O-].[K+].[K+]>C(C(C)=O)C>[CH3:1][N:2]([C:11]1[CH:16]=[CH:15][C:14]([O:17][CH:19]([CH3:24])[C:20]([O:22][CH3:23])=[O:21])=[CH:13][CH:12]=1)[C:3]1[S:4][C:5]([N+:8]([O-:10])=[O:9])=[CH:6][N:7]=1 |f:2.3.4|. Procedure: A mixture of 4-[N-methyl-N-(5-nitro-2-thiazolyl)amino]phenol (2.51 g), methyl 2-bromopropionate (1.67 g), anhydrous potassium carbonate (1.52 g) and methyl ethyl ketone (50 ml) was heated under reflux for a period of 18 hours. The mixture was cooled, extracted with dichloromethane and the organic extract was dried over anhydrous magnesium sulfate. The solvent was removed by distillation under reduced pressure to give a brown oil. The crude product was purified by chromatography over silica gel w... Reactants: BrBr, CC(=O)O, Nc1ccc2c(c1)ncn2C1CCCC1. The product is Nc1ccc2c(ncn2C2CCCC2)c1Br. As a reaction SMILES: [Br:16][Br:17].[C:18]([OH:19])(=[O:20])[CH3:21].[CH:1]1([n:6]2[cH:7][n:8][c:9]3[c:10]2[cH:11][cH:12][c:13]([NH2:15])[cH:14]3)[CH2:2][CH2:3][CH2:4][CH2:5]1>>[CH:1]1([n:6]2[cH:7][n:8][c:9]3[c:10]2[cH:11][cH:12][c:13]([NH2:15])[c:14]3[Br:16])[CH2:2][CH2:3][CH2:4][CH2:5]1. Reactants: O=C(O)c1ncc(Cl)cn1, CC1(c2cc(N)ccc2F)N=C(N)OCC1(F)F. Reaction SMILES: [Cl:19][c:20]1[cH:21][n:22][c:23]([C:26](=[O:27])[OH:28])[n:24][cH:25]1.[NH2:1][c:2]1[cH:3][cH:4][c:5]([F:18])[c:6]([C:8]2([CH3:17])[N:9]=[C:10]([NH2:16])[O:11][CH2:12][C:13]2([F:14])[F:15])[cH:7]1>>[NH:1]([c:2]1[cH:3][cH:4][c:5]([F:18])[c:6]([C:8]2([CH3:17])[N:9]=[C:10]([NH2:16])[O:11][CH2:12][C:13]2([F:14])[F:15])[cH:7]1)[C:26]([c:23]1[n:22][cH:21][c:20]([Cl:19])[cH:25][n:24]1)=[O:27]. The product is CC1(c2cc(NC(=O)c3ncc(Cl)cn3)ccc2F)N=C(N)OCC1(F)F. The reactants are ClC=1C=CC2=C(C(N(C(O2)=O)CCCCCCCC(=O)OCC)=O)C1 (ethyl 8-(6-chloro-2H-1,3-benzoxazine-2,4(3H)-dionyl)octanoate), [OH-].[Na+] (NaOH). Solvent: O (water), O (water), O (water). Reaction conditions: temperature 98 celsius, time 4 hour. Product: ClC1=CC=C(C(C(=O)NCCCCCCCC(=O)O)=C1)O (N-(5-chlorosalicyloyl)-8-aminocaprylic acid). Yield: 76.9%. Reaction SMILES: [OH-].[Na+].[Cl:3][C:4]1[CH:5]=[CH:6][C:7]2[O:12]C(=O)[N:10]([CH2:14][CH2:15][CH2:16][CH2:17][CH2:18][CH2:19][CH2:20][C:21]([O:23]CC)=[O:22])[C:9](=[O:26])[C:8]=2[CH:27]=1>O>[Cl:3][C:4]1[CH:27]=[C:8]([C:9]([NH:10][CH2:14][CH2:15][CH2:16][CH2:17][CH2:18][CH2:19][CH2:20][C:21]([OH:23])=[O:22])=[O:26])[C:7]([OH:12])=[CH:6][CH:5]=1 |f:0.1|. Procedure: 400 L of purified water, USP and 45.4 kg NaOH pellets were charged to a 200 gallon glass-lined reactor and the agitator was set to 100-125 RPM. 123.5 kg of the ethyl 8-(6-chloro-2H-1,3-benzoxazine-2,4(3H)-dionyl)octanoate wet cake was charged to the reactor. The charging port was closed. Cooling water applied to the condenser and the valve reactor overheads were set for atmospheric distillation. The reactor contents were heated to 98° C. and conversion monitored by HPLC. Initially (approximately... The reactants are Br (hydrogen bromide), BrC1=CC2=C(OC3=C([C@@H]4N2CCC[C@H]4NC(OC)=O)C=CC(=C3)F)C=C1F (methyl (±)-(cis)-(7-bromo-8,12-difluoro-1,3,4,14b-tetrahydro-2H-dibenzo[b,f]pyrido[1,2-d][1,4]oxazepin-1-yl)carbamate), [OH-].[Na+] (NaOH). The solvent is C(C)(=O)O (acetic acid). Conditions: temperature 100 celsius, time 8 hour. Product: BrC1=CC2=C(OC3=C([C@@H]4N2CCC[C@H]4N)C=CC(=C3)F)C=C1F ((±)-(cis)-7-bromo-8,12-difluoro-1,3,4,14b-tetrahydro-2H-dibenzo[b,f]pyrido[1,2-d][1,4]oxazepine-1-amine). Yield: 87.2%. RXN SMILES: Br.[Br:2][C:3]1[C:27]([F:28])=[CH:26][C:6]2[O:7][C:8]3[CH:24]=[C:23]([F:25])[CH:22]=[CH:21][C:9]=3[C@H:10]3[C@H:15]([NH:16]C(=O)OC)[CH2:14][CH2:13][CH2:12][N:11]3[C:5]=2[CH:4]=1.[OH-].[Na+]>C(O)(=O)C>[Br:2][C:3]1[C:27]([F:28])=[CH:26][C:6]2[O:7][C:8]3[CH:24]=[C:23]([F:25])[CH:22]=[CH:21][C:9]=3[C@H:10]3[C@H:15]([NH2:16])[CH2:14][CH2:13][CH2:12][N:11]3[C:5]=2[CH:4]=1 |f:2.3|. Procedure details: A mixture of acetic acid (80 mL) and hydrogen bromide (48%, 40 mL) was added to methyl (±)-(cis)-(7-bromo-8,12-difluoro-1,3,4,14b-tetrahydro-2H-dibenzo[b,f]pyrido[1,2-d][1,4]oxazepin-1-yl)carbamate (38.2 mmol), and the mixture stirred overnight at 100° C. After cooling down the reaction mixture was poured into a cold 1N NaOH solution (pH 9). It was extracted with ethyl acetate and the organic layer was washed with brine, dried (Na2SO4) and the solvent was evaporated under reduced pressure to yie... The reactants are Sc1cccc(Br)c1, [Li]CCCC, C1CCOC1, O=C(C1CC1)C1CC1, Cl, [H-], [Na+]. The product is OC(c1cccc(S)c1)(C1CC1)C1CC1. Reaction SMILES: [Br:1][c:2]1[cH:3][c:4]([SH:8])[cH:5][cH:6][cH:7]1.[CH2:11]([Li:12])[CH2:13][CH2:14][CH3:15].[CH2:25]1[O:26][CH2:27][CH2:28][CH2:29]1.[CH:16]1([C:19](=[O:20])[CH:21]2[CH2:22][CH2:23]2)[CH2:17][CH2:18]1.[ClH:24].[H-:9].[Na+:10]>>[c:2]1([C:19]([CH:16]2[CH2:17][CH2:18]2)([OH:20])[CH:21]2[CH2:22][CH2:23]2)[cH:3][c:4]([SH:8])[cH:5][cH:6][cH:7]1. Reactants: CCCC(CCC)CCCCCBr, CC(C)(C)[O-], Cl, [K+], C1CCOC1. The product is C=CCCCC(CCC)CCC. RXN SMILES: [Br:7][CH2:8][CH2:9][CH2:10][CH2:11][CH2:12][CH:13]([CH2:14][CH2:15][CH3:16])[CH2:17][CH2:18][CH3:19].[CH3:1][C:2]([CH3:3])([O-:4])[CH3:5].[ClH:20].[K+:6].[O:21]1[CH2:22][CH2:23][CH2:24][CH2:25]1>>[CH2:8]=[CH:9][CH2:10][CH2:11][CH2:12][CH:13]([CH2:14][CH2:15][CH3:16])[CH2:17][CH2:18][CH3:19]. The reactants are ClCCl, CN(C)c1ccncc1, COC(=O)Cc1ccc(CCCCO)cc1, c1ccncc1. Yields the product COC(=O)Cc1ccc(C#CCCO)cc1. As a reaction SMILES: [CH2:23]([Cl:24])[Cl:25].[CH3:26][N:27]([CH3:28])[c:29]1[cH:30][cH:31][n:32][cH:33][cH:34]1.[OH:1][CH2:2][CH2:3][CH2:4][CH2:5][c:6]1[cH:7][cH:8][c:9]([CH2:12][C:13](=[O:14])[O:15][CH3:16])[cH:10][cH:11]1.[cH:17]1[cH:18][cH:19][n:20][cH:21][cH:22]1>>[OH:1][CH2:2][CH2:3][C:4]#[C:5][c:6]1[cH:7][cH:8][c:9]([CH2:12][C:13](=[O:14])[O:15][CH3:16])[cH:10][cH:11]1. Reactants: CC(C)C(NC(=O)OCc1ccccc1)C(=O)O, CCN=C=NCCCN(C)C, ClCCl, Cl, O=C1CCC(=O)N1O. Product: CC(C)C(NC(=O)OCc1ccccc1)C(=O)ON1C(=O)CCC1=O. RXN SMILES: [C:1](=[O:2])([O:3][CH2:4][c:5]1[cH:6][cH:7][cH:8][cH:9][cH:10]1)[NH:11][CH:12]([CH:13]([CH3:14])[CH3:15])[C:16](=[O:17])[OH:18].[CH2:28]([N:29]=[C:30]=[N:31][CH2:32][CH2:33][CH2:34][N:35]([CH3:36])[CH3:37])[CH3:38].[Cl:39][CH2:40][Cl:41].[ClH:27].[OH:19][N:20]1[C:21](=[O:26])[CH2:22][CH2:23][C:24]1=[O:25]>>[C:1](=[O:2])([O:3][CH2:4][c:5]1[cH:6][cH:7][cH:8][cH:9][cH:10]1)[NH:11][CH:12]([CH:13]([CH3:14])[CH3:15])[C:16](=[O:17])[O:18][N:20]1[C:21](=[O:26])[CH2:22][CH2:23][C:24]1=[O:25].